From a dataset of the Open Reaction Database (ORD), a public repository of structured organic reaction records. describe an organic reaction: reactants, conditions, products, and yield Starting materials: O=[N+]([O-])c1ccc(CN2CCc3ccccc32)cc1, O=[N+]([O-])c1ccc(CCl)cc1, O=[N+]([O-])c1ccc(CN2CCc3cc(C(O)(C(F)(F)F)C(F)(F)F)ccc32)cc1. The product is OC(c1ccc2c(c1)CCN2)(C(F)(F)F)C(F)(F)F. RXN SMILES: [N+:12]([c:13]1[cH:14][cH:15][c:16]([CH2:17][N:18]2[c:19]3[c:20]([cH:21][cH:22][cH:23][cH:24]3)[CH2:25][CH2:26]2)[cH:27][cH:28]1)([O-:29])=[O:30].[N+:1]([c:2]1[cH:3][cH:4][c:5]([CH2:6][Cl:7])[cH:8][cH:9]1)([O-:10])=[O:11].[N+:31]([c:32]1[cH:33][cH:34][c:35]([CH2:36][N:39]2[CH2:40][CH2:41][c:42]3[cH:43][c:44]([C:48]([OH:49])([C:50]([F:51])([F:52])[F:53])[C:54]([F:55])([F:56])[F:57])[cH:45][cH:46][c:47]32)[cH:37][cH:38]1)([O-:58])=[O:59]>>[NH:39]1[CH2:40][CH2:41][c:42]2[cH:43][c:44]([C:48]([OH:49])([C:50]([F:51])([F:52])[F:53])[C:54]([F:55])([F:56])[F:57])[cH:45][cH:46][c:47]21. Starting materials: CC#N, CCN(C(C)C)C(C)C, NC1Cc2nc(-c3ccccc3)ccc2N(Cc2ccccc2)C1=O, O=S(=O)(Cl)c1ccccc1. The product is O=C1C(NS(=O)(=O)c2ccccc2)Cc2nc(-c3ccccc3)ccc2N1Cc1ccccc1. As a reaction SMILES: [CH3:45][C:46]#[N:47].[CH:26]([N:27]([CH2:28][CH3:29])[CH:30]([CH3:31])[CH3:32])([CH3:33])[CH3:34].[NH2:1][CH:2]1[C:3](=[O:25])[N:4]([CH2:18][c:19]2[cH:20][cH:21][cH:22][cH:23][cH:24]2)[c:5]2[cH:6][cH:7][c:8](-[c:12]3[cH:13][cH:14][cH:15][cH:16][cH:17]3)[n:9][c:10]2[CH2:11]1.[c:35]1([S:41](=[O:42])(=[O:43])[Cl:44])[cH:36][cH:37][cH:38][cH:39][cH:40]1>>[NH:1]([CH:2]1[C:3](=[O:25])[N:4]([CH2:18][c:19]2[cH:20][cH:21][cH:22][cH:23][cH:24]2)[c:5]2[cH:6][cH:7][c:8](-[c:12]3[cH:13][cH:14][cH:15][cH:16][cH:17]3)[n:9][c:10]2[CH2:11]1)[S:41]([c:35]1[cH:36][cH:37][cH:38][cH:39][cH:40]1)(=[O:42])=[O:43].